From a dataset of the Open Reaction Database (ORD), a public repository of structured organic reaction records. describe an organic reaction: reactants, conditions, products, and yield Starting materials: NC=1C(=C(C=CC1)C=1N=C(SC1C1=NC(=NC=C1)N)C(C)(C)C)F (4-[4-(3-amino-2-fluorophenyl)-2-(1,1-dimethylethyl)-1,3-thiazol-5-yl]-2-pyrimidinamine), N1=CC=CC=C1 (pyridine), C1(CCCCC1)S(=O)(=O)Cl (cyclohexylsulfonyl chloride). Run in C(Cl)Cl (DCM). Run at time 24 hour. The product is NC1=NC=CC(=N1)C1=C(N=C(S1)C(C)(C)C)C=1C(=C(C=CC1)NS(=O)(=O)C1CCCCC1)F (N-{3-[5-(2-Amino-4-pyrimidinyl)-2-(1,1-dimethylethyl)-1,3-thiazol-4-yl]-2-fluorophenyl}cyclohexanesulfonamide), C(C)OCC (diethyl ether). Isolated yield 463.6%. As a reaction SMILES: [NH2:1][C:2]1[C:3]([F:24])=[C:4]([C:8]2[N:9]=[C:10]([C:20]([CH3:23])([CH3:22])[CH3:21])[S:11][C:12]=2[C:13]2[CH:18]=[CH:17][N:16]=[C:15]([NH2:19])[N:14]=2)[CH:5]=[CH:6][CH:7]=1.N1[CH:30]=[CH:29]C=CC=1.[CH:31]1([S:37](Cl)(=[O:39])=[O:38])[CH2:36][CH2:35][CH2:34][CH2:33][CH2:32]1>C(Cl)Cl>[NH2:19][C:15]1[N:14]=[C:13]([C:12]2[S:11][C:10]([C:20]([CH3:21])([CH3:23])[CH3:22])=[N:9][C:8]=2[C:4]2[C:3]([F:24])=[C:2]([NH:1][S:37]([CH:31]3[CH2:36][CH2:35][CH2:34][CH2:33][CH2:32]3)(=[O:39])=[O:38])[CH:7]=[CH:6][CH:5]=2)[CH:18]=[CH:17][N:16]=1.[CH2:29]([O:38][CH2:20][CH3:23])[CH3:30]. Reported procedure: To a solution of 4-[4-(3-amino-2-fluorophenyl)-2-(1,1-dimethylethyl)-1,3-thiazol-5-yl]-2-pyrimidinamine (100 mg, 0.291 mmol) in DCM (2 ml), pyridine (0.4 mL, 4.95 mmol) was added followed by cyclohexylsulfonyl chloride (0.042 mL, 0.291 mmol). The solution was allowed to stir at rt for 24 h at rt. The solvent was removed and the concentrated residue was allowed to sit at rt overnight. The residue was then evaporated onto silica gel and chromatographed (1:9 MeOH:EtOAc in DCM). The title compound w... Starting materials: C1CCOC1, CN1CCNCC1, O=C(CCCCl)Nc1cccc(C2CCN(c3ccc4nnc(C(F)(F)F)n4n3)CC2)c1, [I-], [Na+]. Product: CN1CCN(CCCC(=O)Nc2cccc(C3CCN(c4ccc5nnc(C(F)(F)F)n5n4)CC3)c2)CC1. As a reaction SMILES: [CH2:42]1[O:43][CH2:44][CH2:45][CH2:46]1.[CH3:1][N:2]1[CH2:3][CH2:4][NH:5][CH2:6][CH2:7]1.[Cl:8][CH2:9][CH2:10][CH2:11][C:12](=[O:13])[NH:14][c:15]1[cH:16][c:17]([CH:21]2[CH2:22][CH2:23][N:24]([c:27]3[cH:28][cH:29][c:30]4[n:31]([n:32]3)[c:33]([C:36]([F:37])([F:38])[F:39])[n:34][n:35]4)[CH2:25][CH2:26]2)[cH:18][cH:19][cH:20]1.[I-:41].[Na+:40]>>[CH3:1][N:2]1[CH2:3][CH2:4][N:5]([CH2:9][CH2:10][CH2:11][C:12](=[O:13])[NH:14][c:15]2[cH:16][c:17]([CH:21]3[CH2:22][CH2:23][N:24]([c:27]4[cH:28][cH:29][c:30]5[n:31]([n:32]4)[c:33]([C:36]([F:37])([F:38])[F:39])[n:34][n:35]5)[CH2:25][CH2:26]3)[cH:18][cH:19][cH:20]2)[CH2:6][CH2:7]1.